This data is from the Open Reaction Database (ORD), a public repository of structured organic reaction records. The task is: describe an organic reaction: reactants, conditions, products, and yield Reaction SMILES: [CH3:11][O:12][c:13]1[cH:14][c:15]([NH2:16])[cH:17][cH:18][c:19]1[CH3:20].[CH3:31][C:32](=[O:33])[OH:34].[Cl:1][c:2]1[s:3][c:4]2[c:5]([n:6]1)[cH:7][cH:8][cH:9][cH:10]2.[Cl:21][C:22](=[O:23])[c:24]1[cH:25][cH:26][cH:27][cH:28][c:29]1[Cl:30]>>[c:2]1([N:16]([c:15]2[cH:14][c:13]([O:12][CH3:11])[c:19]([CH3:20])[cH:18][cH:17]2)[C:22](=[O:23])[c:24]2[cH:25][cH:26][cH:27][cH:28][c:29]2[Cl:30])[s:3][c:4]2[c:5]([n:6]1)[cH:7][cH:8][cH:9][cH:10]2. The reactants are COc1cc(N)ccc1C, CC(=O)O, Clc1nc2ccccc2s1, O=C(Cl)c1ccccc1Cl. The product is COc1cc(N(C(=O)c2ccccc2Cl)c2nc3ccccc3s2)ccc1C. Product: CCOC1CN(c2ccccn2)CC1Nc1nc(CC)c(-c2ccc(OC)nc2C(F)(F)F)nc1CC. RXN SMILES: [Br:33][c:34]1[cH:35][cH:36][cH:37][cH:38][n:39]1.[CH2:40]([CH3:41])[O:42][CH:43]1[CH:44]([NH:48][c:49]2[n:50][c:51]([CH2:69][CH3:70])[c:52](-[c:57]3[c:58]([C:65]([F:66])([F:67])[F:68])[n:59][c:60]([O:63][CH3:64])[cH:61][cH:62]3)[n:53][c:54]2[CH2:55][CH3:56])[CH2:45][NH:46][CH2:47]1.[Cl:1][c:2]1[cH:3][c:4]([Cl:5])[cH:6][cH:7][c:8]1-[c:9]1[n:10][c:11]([CH2:12][CH3:13])[c:14]([NH:15][CH:16]2[CH:17]([O:18][CH2:19][CH3:20])[CH2:21][N:22]([c:23]3[s:24][cH:25][cH:26][n:27]3)[CH2:28]2)[n:29][c:30]1[CH2:31][CH3:32]>>[c:34]1([N:46]2[CH2:45][CH:44]([NH:48][c:49]3[n:50][c:51]([CH2:69][CH3:70])[c:52](-[c:57]4[c:58]([C:65]([F:66])([F:67])[F:68])[n:59][c:60]([O:63][CH3:64])[cH:61][cH:62]4)[n:53][c:54]3[CH2:55][CH3:56])[CH:43]([O:42][CH2:40][CH3:41])[CH2:47]2)[cH:35][cH:36][cH:37][cH:38][n:39]1. The reactants are Brc1ccccn1, CCOC1CNCC1Nc1nc(CC)c(-c2ccc(OC)nc2C(F)(F)F)nc1CC, CCOC1CN(c2nccs2)CC1Nc1nc(CC)c(-c2ccc(Cl)cc2Cl)nc1CC. The reactants are Cl.FC1=C(C(=O)C2CCNCC2)C=CC(=C1)F (4-(2,4-difluoro-benzoyl)-piperidine-hydrochloride), ClCCC1=C(N=C2N(C1=O)CCCC2)C (3-(2-chloroethyl)-6,7,8,9-tetrahydro-2-methyl-4H-pyrido[1,2-a]pyrimidin-4-one), C(O)([O-])=O.[Na+] (sodium hydrogencarbonate), [I-].[K+] (potassium iodide). Run in C(C)#N (acetonitrile), O (water). Run at time 10 hour. The product is FC1=C(C(=O)C2CCN(CC2)CCC2=C(N=C3N(C2=O)CCCC3)C)C=CC(=C1)F (3-[2-[4-(2,4-difluoro-benzoyl)-piperidino]ethyl]-6,7,8,9-tetrahydro-2-methyl-4H-pyrido[1,2-a]pyrimidin-4-one). Reaction SMILES: Cl.[F:2][C:3]1[CH:16]=[C:15]([F:17])[CH:14]=[CH:13][C:4]=1[C:5]([CH:7]1[CH2:12][CH2:11][NH:10][CH2:9][CH2:8]1)=[O:6].Cl[CH2:19][CH2:20][C:21]1[C:26](=[O:27])[N:25]2[CH2:28][CH2:29][CH2:30][CH2:31][C:24]2=[N:23][C:22]=1[CH3:32].C(=O)([O-])O.[Na+].[I-].[K+]>O.C(#N)C>[F:2][C:3]1[CH:16]=[C:15]([F:17])[CH:14]=[CH:13][C:4]=1[C:5]([CH:7]1[CH2:8][CH2:9][N:10]([CH2:19][CH2:20][C:21]2[C:26](=[O:27])[N:25]3[CH2:28][CH2:29][CH2:30][CH2:31][C:24]3=[N:23][C:22]=2[CH3:32])[CH2:11][CH2:12]1)=[O:6] |f:0.1,3.4,5.6|. Reported procedure: A suspension of 29.2 g (0.1116 mole) of 4-(2,4-difluoro-benzoyl)-piperidine-hydrochloride, 25.3 g (0.1117 mole) of 3-(2-chloroethyl)-6,7,8,9-tetrahydro-2-methyl-4H-pyrido[1,2-a]pyrimidin-4-one, 500 ml of acetonitrile, 19.6 g (0.2333 mole) of sodium hydrogencarbonate and 0.25 g (0.0015 mole) of potassium iodide is heated to boiling for 10 hours with stirring. The reaction mixture is cooled to room temperature, to the residue 200 ml of water are added. The mixture is stirred for 30 minutes and ext... The reactants are BrC1=CC(=C(C=C1)NC1=NC2=C(N1CCCC(=O)OCC)C(=CC=C2Cl)C(CC)CC)C (ethyl 4-[2-[(4-bromo-2-methylphenyl)amino]-4-chloro-7-(1-ethylpropyl)-1H-benzimidazol-1-yl]butanoate), [BH4-].[Li+] (lithium tetrahydroborate). The solvent is O1CCCC1 (tetrahydrofuran). Reaction conditions: time 19 hour. Product: BrC1=CC(=C(C=C1)NC1=NC2=C(N1CCCCO)C(=CC=C2Cl)C(CC)CC)C (4-[2-[(4-Bromo-2-methylphenyl)amino]-4-chloro-7-(1-ethylpropyl)-1H-benzimidazol-1-yl]butan-1-ol). Isolated yield 57.9%. Reaction SMILES: [Br:1][C:2]1[CH:7]=[CH:6][C:5]([NH:8][C:9]2[N:13]([CH2:14][CH2:15][CH2:16][C:17](OCC)=[O:18])[C:12]3[C:22]([CH:27]([CH2:30][CH3:31])[CH2:28][CH3:29])=[CH:23][CH:24]=[C:25]([Cl:26])[C:11]=3[N:10]=2)=[C:4]([CH3:32])[CH:3]=1.[BH4-].[Li+]>O1CCCC1>[Br:1][C:2]1[CH:7]=[CH:6][C:5]([NH:8][C:9]2[N:13]([CH2:14][CH2:15][CH2:16][CH2:17][OH:18])[C:12]3[C:22]([CH:27]([CH2:30][CH3:31])[CH2:28][CH3:29])=[CH:23][CH:24]=[C:25]([Cl:26])[C:11]=3[N:10]=2)=[C:4]([CH3:32])[CH:3]=1 |f:1.2|. Reported procedure: To a solution of ethyl 4-[2-[(4-bromo-2-methylphenyl)amino]-4-chloro-7-(1-ethylpropyl)-1H-benzimidazol-1-yl]butanoate (2.07 g, 3.97 mmol) in tetrahydrofuran (40 mL) was added lithium tetrahydroborate (260 mg, 11.9 mmol) at 0° C. The mixture was stirred at room temperature for 19 hr, and the reaction was quenched by methanol. The mixture was concentrated in vacuo, neutralized with aqueous saturated ammonium chloride, and extracted with ethyl acetate. The combined organic layer was washed with bri... Starting materials: C(C)(=O)C1=C(C=NC(=C1)Cl)NS(=O)(=O)C1=CC=C(C=C1)[N+](=O)[O-] (N-(4-acetyl-6-chloropyridin-3-yl)-4-nitrobenzenesulfonamide), CCN(C(C)C)C(C)C (DIEA), C1(=CC=CC=C1)S (thiophenol). Run in CN(C)C=O (DMF). Reaction conditions: time 15 hour. Product: ClC=1C=C2C(=CC=NC2=CN1)O (6-chloro-1,7-naphthyridin-4-ol). RXN SMILES: [C:1]([C:4]1[CH:9]=[C:8]([Cl:10])[N:7]=[CH:6][C:5]=1[NH:11]S(C1C=CC([N+]([O-])=O)=CC=1)(=O)=O)(=[O:3])[CH3:2].[CH3:24]CN(C(C)C)C(C)C.C1(S)C=CC=CC=1>CN(C=O)C>[Cl:10][C:8]1[CH:9]=[C:4]2[C:5](=[CH:6][N:7]=1)[N:11]=[CH:24][CH:2]=[C:1]2[OH:3]. Reported procedure: A solution of N-(4-acetyl-6-chloropyridin-3-yl)-4-nitrobenzenesulfonamide (1.0 equiv.), dimethylformamidedimethylacetal (4.8 equiv.) and DIEA (4.8 equiv.) in DMF (0.15 M) was heated under Ar at 110° C. for 96 hours. Upon cooling, thiophenol (4.9 equiv.) was added and the solution was stirred at rt for 15 hours. The volatiles were removed in vacuo and following silica gel purification (0-1.5-3-5% MeOH/CH2Cl2) 6-chloro-1,7-naphthyridin-4-ol was obtained (55%). LC/MS=180.9/182.9 (M+H), LC=1.41 min Starting materials: NC1=NC=C(N=C1)C1=C(C=C(C=C1)C=1C(=CC=CC1)C(=O)O)F (4′-(2-aminopyrazin-5-yl)-3′-fluoro-[1,1′-biphenyl]-2-carboxylic acid), ( m ), ( m ), ( m ), ( m ), ( m ), ( m ), ( m ), ( s ), N1CCC(CC1)O (piperidin-4-ol), ( m ), ( m ), ( m ), ( m ), ( m ), ( m ), ( s ). Yields the product NC=1N=CC(=NC1)C1=C(C=C(C=C1)C1=C(C=CC=C1)C(=O)N1CCC(CC1)O)F (1-{[4′-(5-Aminopyrazin-2-yl)-3′-fluorobiphenyl-2-yl]carbonyl}piperidin-4-ol). RXN SMILES: [NH2:1][C:2]1[CH:7]=[N:6][C:5]([C:8]2[CH:13]=[CH:12][C:11]([C:14]3[C:15]([C:20](O)=[O:21])=[CH:16][CH:17]=[CH:18][CH:19]=3)=[CH:10][C:9]=2[F:23])=[CH:4][N:3]=1.[NH:24]1[CH2:29][CH2:28][CH:27]([OH:30])[CH2:26][CH2:25]1>>[NH2:1][C:2]1[N:3]=[CH:4][C:5]([C:8]2[CH:13]=[CH:12][C:11]([C:14]3[CH:19]=[CH:18][CH:17]=[CH:16][C:15]=3[C:20]([N:24]3[CH2:29][CH2:28][CH:27]([OH:30])[CH2:26][CH2:25]3)=[O:21])=[CH:10][C:9]=2[F:23])=[N:6][CH:7]=1. Procedure: The title compound was prepared using methods analogous to those described in Step C of Example 504 using 4′-(2-aminopyrazin-5-yl)-3′-fluoro-[1,1′-biphenyl]-2-carboxylic acid and piperidin-4-ol. MS (ESI): mass calcd. for C22H21FN4O2, 392.16; m/z found, 393.1 [M+H]+. 1H NMR (400 MHz, CDCl3) Complex due to the presence of multiple conformations on the NMR time-scale, peaks listed for identification purposes only: δ 8.54 (d, J=13.9), 8.11-8.05 (m), 7.98-7.83 (m), 7.47-7.27 (m), 6.72 (s), 4.68 (s), ... Yields the product CS(=O)(=O)c1cc(C(=O)O)ccc1Oc1ccc([N+](=O)[O-])cc1. Reaction SMILES: [CH3:1][S:2](=[O:3])(=[O:4])[c:5]1[cH:6][c:7]([C:8](=[O:9])[OH:10])[cH:11][cH:12][c:13]1[O:14][c:15]1[cH:16][cH:17][cH:18][cH:19][cH:20]1.[CH3:25][C:26]([O:27][C:28](=[O:29])[CH3:30])=[O:31].[CH3:32][C:33](=[O:34])[OH:35].[OH2:36].[OH:21][N+:22]([O-:23])=[O:24]>>[CH3:1][S:2](=[O:3])(=[O:4])[c:5]1[cH:6][c:7]([C:8](=[O:9])[OH:10])[cH:11][cH:12][c:13]1[O:14][c:15]1[cH:16][cH:17][c:18]([N+:22](=[O:21])[O-:23])[cH:19][cH:20]1. Reactants: CS(=O)(=O)c1cc(C(=O)O)ccc1Oc1ccccc1, CC(=O)OC(C)=O, CC(=O)O, O, O=[N+]([O-])O. Starting materials: CCOC(C)=O, [H][H], O=C(O)c1ccc(CCCC2SCC(=O)N2CC#CC2(O)CCCCC2)cc1. Product: O=C(O)c1ccc(CCCC2SCC(=O)N2CCCC2(O)CCCCC2)cc1. RXN SMILES: [CH3:31][CH2:32][O:33][C:34](=[O:35])[CH3:36].[H:29][H:30].[OH:1][C:2]1([C:8]#[C:9][CH2:10][N:11]2[CH:12]([CH2:17][CH2:18][CH2:19][c:20]3[cH:21][cH:22][c:23]([C:24](=[O:25])[OH:26])[cH:27][cH:28]3)[S:13][CH2:14][C:15]2=[O:16])[CH2:3][CH2:4][CH2:5][CH2:6][CH2:7]1>>[OH:1][C:2]1([CH2:8][CH2:9][CH2:10][N:11]2[CH:12]([CH2:17][CH2:18][CH2:19][c:20]3[cH:21][cH:22][c:23]([C:24](=[O:25])[OH:26])[cH:27][cH:28]3)[S:13][CH2:14][C:15]2=[O:16])[CH2:3][CH2:4][CH2:5][CH2:6][CH2:7]1. The reactants are CC(C)=O, Cl, OCCN1CC2(CC2)C2(C1)OCCO2. Product: O=C1CN(CCO)CC12CC2. Reaction SMILES: [CH3:16][C:17](=[O:18])[CH3:19].[ClH:15].[OH:1][CH2:2][CH2:3][N:4]1[CH2:5][C:6]2([C:7]3([CH2:8][CH2:9]3)[CH2:10]1)[O:11][CH2:14][CH2:13][O:12]2>>[OH:1][CH2:2][CH2:3][N:4]1[CH2:5][C:6](=[O:11])[C:7]2([CH2:8][CH2:9]2)[CH2:10]1.